This data is from the Open Reaction Database (ORD), a public repository of structured organic reaction records. The task is: describe an organic reaction: reactants, conditions, products, and yield The yield is 86.1%. Procedure details: To a 100 ml round bottom flask covered with aluminum foil was charged 1.50 g (5.94 mmol) of 2-pivaloyl-4-chloro-7H-pyrrolo[2,3-d]pyrimidine dissolved in 30 ml of anhydrous THF, followed by the addition of 1.47 g (6.5 mmol) of N-iodosuccinimide. The dark brown solution was stirred at RT under a nitrogen atmosphere for 1 h. The solvent was removed in vacuo, and the residue was dissolved in CHCl3, washed with water, dried over Na2SO4, and removed in vacuo. The crude residue was then flash chromatog... Product: C(C(C)(C)C)(=O)C=1N=C(C2=C(N1)NC=C2I)Cl (2-pivaloyl-4-chloro-5-iodo-7H-pyrrolo[2,3-d]pyrimidine). As a reaction SMILES: [Al].[C:2]([C:8]1[N:9]=[C:10]([Cl:17])[C:11]2[CH:16]=[CH:15][NH:14][C:12]=2[N:13]=1)(=[O:7])[C:3]([CH3:6])([CH3:5])[CH3:4].[I:18]N1C(=O)CCC1=O>C1COCC1>[C:2]([C:8]1[N:9]=[C:10]([Cl:17])[C:11]2[C:16]([I:18])=[CH:15][NH:14][C:12]=2[N:13]=1)(=[O:7])[C:3]([CH3:6])([CH3:5])[CH3:4]. The solvent is C1CCOC1 (THF). Conditions: time 1 hour. Reactants: [Al] (aluminum), C(C(C)(C)C)(=O)C=1N=C(C2=C(N1)NC=C2)Cl (2-pivaloyl-4-chloro-7H-pyrrolo[2,3-d]pyrimidine), IN1C(CCC1=O)=O (N-iodosuccinimide). Reactants: C1CCOC1, CCN, O=C(Cl)c1cc([N+](=O)[O-])ccc1Cl, ClCCl. Yields the product CCNC(=O)c1cc([N+](=O)[O-])ccc1Cl. As a reaction SMILES: [CH2:14]1[O:15][CH2:16][CH2:17][CH2:18]1.[CH3:19][CH2:20][NH2:21].[Cl:1][c:2]1[c:3]([C:4](=[O:5])[Cl:6])[cH:7][c:8]([N+:11](=[O:12])[O-:13])[cH:9][cH:10]1.[Cl:22][CH2:23][Cl:24]>>[Cl:1][c:2]1[c:3]([C:4](=[O:5])[NH:21][CH2:20][CH3:19])[cH:7][c:8]([N+:11](=[O:12])[O-:13])[cH:9][cH:10]1. Reactants: E1, ClC=1C=C2N(C(N1)=O)C[C@@H](N2C)C ((S)-7-chloro-1,2-dimethyl-2,3-dihydroimidazo[1,2-c]pyrimidin-5(1H)-one), FC1=C(C=CC=C1F)CO ((2,3-difluorophenyl)methanol). The product is FC1=C(COC=2C=C3N(C(N2)=O)C[C@@H](N3C)C)C=CC=C1F ((S)-7-((2,3-difluorobenzyl)oxy)-1,2-dimethyl-2,3-dihydroimidazo[1,2-c]pyrimidin-5(1H)-one). Reaction SMILES: Cl[C:2]1[CH:3]=[C:4]2[N:11]([CH3:12])[C@@H:10]([CH3:13])[CH2:9][N:5]2[C:6](=[O:8])[N:7]=1.[F:14][C:15]1[C:20]([F:21])=[CH:19][CH:18]=[CH:17][C:16]=1[CH2:22][OH:23]>>[F:14][C:15]1[C:20]([F:21])=[CH:19][CH:18]=[CH:17][C:16]=1[CH2:22][O:23][C:2]1[CH:3]=[C:4]2[N:11]([CH3:12])[C@@H:10]([CH3:13])[CH2:9][N:5]2[C:6](=[O:8])[N:7]=1. Procedure details: The title compound was prepared by a procedure similar to that described for E1 starting from (S)-7-chloro-1,2-dimethyl-2,3-dihydroimidazo[1,2-c]pyrimidin-5(1H)-one and (2,3-difluorophenyl)methanol. Reactants: C(C)(C)(C)OC(N[C@H]1C[C@H]([C@H](CC1)NC(=O)OCC1=CC=CC=C1)CS(=O)(=O)C)=O ((1R,3R,4S)-(4-Benzyloxycarbonylamino-3-(methyl)sulfonylmethylcyclohexyl)carbamic acid tert-butyl ester), [H][H] (hydrogen). The reagents and catalysts are [Pd] (Pd/C). Solvent: CO (MeOH). Reaction conditions: time 3 hour. The product is N[C@@H]1[C@@H](C[C@@H](CC1)NC(OC(C)(C)C)=O)CS(=O)(=O)C (tert-butyl(1R,3R,4S)-4-amino-3-(methylsulfonylmethyl)cyclohexylcarbamate). The yield is 96.3%. RXN SMILES: [C:1]([O:5][C:6](=[O:30])[NH:7][C@@H:8]1[CH2:13][CH2:12][C@H:11]([NH:14]C(OCC2C=CC=CC=2)=O)[C@H:10]([CH2:25][S:26]([CH3:29])(=[O:28])=[O:27])[CH2:9]1)([CH3:4])([CH3:3])[CH3:2].[H][H]>CO.[Pd]>[NH2:14][C@H:11]1[CH2:12][CH2:13][C@@H:8]([NH:7][C:6](=[O:30])[O:5][C:1]([CH3:2])([CH3:3])[CH3:4])[CH2:9][C@H:10]1[CH2:25][S:26]([CH3:29])(=[O:28])=[O:27]. Procedure: (1R,3R,4S)-(4-Benzyloxycarbonylamino-3-(methyl)sulfonylmethylcyclohexyl)carbamic acid tert-butyl ester (300 mg) was dissolved in MeOH (5 ml) prior to the addition of 10% Pd/C (200 mg). A hydrogen balloon was added and the solution was stirred for 3 h. The palladium was filtered off and the solution was concentrated to give tert-butyl(1R,3R,4S)-4-amino-3-(methylsulfonylmethyl)cyclohexylcarbamate (201 mg). MS found: (M+H)+307.2.